This data is from the Open Reaction Database (ORD), a public repository of structured organic reaction records. The task is: describe an organic reaction: reactants, conditions, products, and yield The reactants are S(=O)(=O)(C)Cl (mesylchloride), C(O)CN (ethanolamine), C(CC(O)(C(=O)O)CC(=O)O)(=O)O (citric acid). Run in N1=CC=CC=C1 (pyridine). Run at time 0.5 hour. Yields the product CS(=O)(=O)NCCOS(=O)(=O)C (1-Methanesulphonamido 2-methanesulphonyloxyethane). As a reaction SMILES: [CH2:1]([CH2:3][NH2:4])[OH:2].[S:5](Cl)([CH3:8])(=[O:7])=[O:6].C(O)(=O)CC(CC(O)=O)(C(O)=O)O>N1C=CC=CC=1>[CH3:8][S:5]([NH:4][CH2:3][CH2:1][O:2][S:5]([CH3:8])(=[O:7])=[O:6])(=[O:7])=[O:6]. Reported procedure: A stirred solution of ethanolamine (9.15 g) in pyridine (40 ml) was cooled to 0° C. in an ice-salt bath, and mesylchloride (23 ml) was added dropwise at such a rate that the temperature did not rise above 5° C. When the addition was complete the mixture was allowed to rise to room temperature for 1/2 hour. The mixture was poured into citric acid solution and continuously extracted with ehtylacetate for 11/2 hours. The solution was dried over magnesium sulphate and evaporated to give 23.7 g of th... Reactants: O=C([O-])[O-], CC#CCOc1ncnc(Cl)c1F, CN(C)C=O, CC1(C)CCNC1, CCOC(C)=O, [K+], [K+]. Yields the product CC#CCOc1ncnc(N2CCC(C)(C)C2)c1F. As a reaction SMILES: [C:19](=[O:20])([O-:21])[O-:22].[CH2:6]([C:7]#[C:8][CH3:9])[O:10][c:11]1[n:12][cH:13][n:14][c:15]([Cl:18])[c:16]1[F:17].[CH3:1][N:2]([CH3:3])[CH:4]=[O:5].[CH3:25][C:26]1([CH3:31])[CH2:27][NH:28][CH2:29][CH2:30]1.[CH3:32][CH2:33][O:34][C:35](=[O:36])[CH3:37].[K+:23].[K+:24]>>[CH2:6]([C:7]#[C:8][CH3:9])[O:10][c:11]1[n:12][cH:13][n:14][c:15]([N:28]2[CH2:27][C:26]([CH3:25])([CH3:31])[CH2:30][CH2:29]2)[c:16]1[F:17]. Starting materials: BrC1=CC=CC2=C1SC=C2 (7-bromo-benzo[b]thiophene), N1=CC=C(C=C1)B(O)O (4-pyridineboronic acid). Product: S1C2=C(C=C1)C=CC=C2C2=CC=NC=C2 (4-benzo[b]thiophen-7-yl-pyridine). Reaction SMILES: Br[C:2]1[C:7]2[S:8][CH:9]=[CH:10][C:6]=2[CH:5]=[CH:4][CH:3]=1.[N:11]1[CH:16]=[CH:15][C:14](B(O)O)=[CH:13][CH:12]=1>>[S:8]1[CH:9]=[CH:10][C:6]2[CH:5]=[CH:4][CH:3]=[C:2]([C:14]3[CH:15]=[CH:16][N:11]=[CH:12][CH:13]=3)[C:7]1=2. Reported procedure: This compound was prepared in analogy to the procedure described in Example 16i) starting from 7-bromo-benzo[b]thiophene (Focus synthesis, CAS:1423-61-6) using 4-pyridineboronic acid as reagent to obtain 4-benzo[b]thiophen-7-yl-pyridine as a grey solid. MS (ISP): m/e 212.1 (M+H)+ Starting materials: CC(C)CC(=O)C1=C(C(=C(C=C1O)O)CC=C(C)C)[O-] (compound X), ClC1=C(C=O)C=CC=C1Cl (2,3-dichlorobenzaldehyde), ClC1=C(C=O)C=CC=C1Cl (2,3-dichlorobenzaldehyde), [N+](=O)(O)[O-] (nitric acid), ClC1=C(C=O)C=C(C=C1Cl)[N+](=O)[O-] (2,3-dichloro-5-nitrobenzaldehyde). The solvent is O (water), S(O)(O)(=O)=O (sulfuric acid). Run at temperature 22.5 celsius. Yields the product ClC1=C(C=O)C(=CC=C1Cl)[N+](=O)[O-] (2,3-Dichloro-6-nitrobenzaldehyde). Reaction SMILES: [Cl:1][C:2]1[C:9]([Cl:10])=[CH:8][CH:7]=[CH:6][C:3]=1[CH:4]=[O:5].[N+:11]([O-])([OH:13])=[O:12].CC(CC(C1C(O)=CC(O)=C(CC=C(C)C)C=1[O-])=O)C.ClC1C(Cl)=CC([N+]([O-])=O)=CC=1C=O>S(=O)(=O)(O)O.O>[Cl:1][C:2]1[C:9]([Cl:10])=[CH:8][CH:7]=[C:6]([N+:11]([O-:13])=[O:12])[C:3]=1[CH:4]=[O:5]. Reported procedure: A solution of 40 g of 2,3-dichlorobenzaldehyde (compound IX) in 160 mL of concentrated sulfuric acid (95-98% w/w) is heated to 40° C. and stirred to form a solution, then cooled to 20-25° C. Concentrated nitric acid (69-71% w/w; 24.7 g) is added to this solution over 20 minutes (an ice bath is used to maintain a reaction temperature of 20-30° C.). The reaction mixture is stirred at room temperature for 1 hour, and then added in portions to 600 mL of water. The resulting suspension is stirred for... Reactants: NC1=C(C=CC(=N1)O)Br (6-amino-5-bromo-pyridin-2-ol), NC1=CC=CC(=N1)O (6-amino-pyridin-2-ol), BrBr (bromine). Solvent: O (water), C(C)(=O)O (acetic acid). Run at time 15 minute. The product is BrC=1C(=NC(=CC1)OC)N (3-bromo-6-methoxy-pyridin-2-yl-amine). RXN SMILES: [NH2:1][C:2]1[N:7]=[C:6]([OH:8])[CH:5]=[CH:4][C:3]=1[Br:9].N[C:11]1N=C(O)C=CC=1.BrBr>C(O)(=O)C.O>[Br:9][C:3]1[C:2]([NH2:1])=[N:7][C:6]([O:8][CH3:11])=[CH:5][CH:4]=1. Procedure: In accordance with scheme 1, the compound of formula V (6-amino-5-bromo-pyridin-2-ol) may be prepared as described in Kelly, T. R.; Jagoe, C. T.; Gu, Z. Tetrahedron Letters 1991, 32, 4263-4266) as follows: To a solution of 6-amino-pyridin-2-ol in acetic acid at room temperature is added bromine and stirred for 15 min. The mixture is diluted with water and the precipitate is filtered off. The filtrate is extracted and the combined organic layers are dried and evaporated to dryness. Then a suspens... Reactants: ClC1=CC=C(C#N)C=C1 (4-chlorobenzonitrile), [H][H] (hydrogen). Solvent: N (ammonia), CO (MeOH). Product: ClC1=CC=C(CN)C=C1 (4-chlorobenzylamine). Yield: 91.8%. RXN SMILES: [Cl:1][C:2]1[CH:9]=[CH:8][C:5]([C:6]#[N:7])=[CH:4][CH:3]=1.[H][H]>N.CO>[Cl:1][C:2]1[CH:9]=[CH:8][C:5]([CH2:6][NH2:7])=[CH:4][CH:3]=1. Procedure: Activated Ni EnCat (0.26 g, water wet, 20 mol % Ni on substrate) was washed with MeOH three times to remove water and added to 4-chlorobenzonitrile (0.137 g, 1 mmol) dissolved in 7 N ammonia in MeOH (4 ml) in a pressure vessel. The vessel was sealed and purged twice with hydrogen then pressurised to 5-6 bar with hydrogen and the contents magnetically stirred at room temperature. Progress of reaction was carried out by GCMS analysis. After 24 h the hydrogen was vented and the Ni EnCat beads remov... Conditions: temperature 20 celsius, time 3 hour. Procedure details: 2.82 ml of dihydropyran and 250 mg of toluenesulfonic acid were added to 4 g of the product of Stage D in 80 ml of ether and the mixture was stirred for 3 hours at 20° C. The solvent was evaporated under reduced pressure and the residue was chromatographed on silica (eluent: 9/1 hexane/ethyl acetate) to obtain 4.8 g of the expected product. As a reaction SMILES: [O:1]1[CH:6]=[CH:5][CH2:4][CH2:3][CH2:2]1.C1(C)C(S(O)(=O)=O)=CC=CC=1.[F:18][C:19]([F:30])([F:29])[C:20]1[O:21][C:22]([CH2:27][Br:28])=[CH:23][C:24]=1[CH2:25][OH:26]>CCOCC>[F:30][C:19]([F:18])([F:29])[C:20]1[O:21][C:22]([CH2:27][Br:28])=[CH:23][C:24]=1[CH2:25][O:26][CH:6]1[CH2:5][CH2:4][CH2:3][CH2:2][O:1]1. The product is FC(C=1OC(=CC1COC1OCCCC1)CBr)(F)F (2-trifluoromethyl-5-bromomethyl-3-(tetrahydropyranyloxymethyl)furan). Run in CCOCC (ether). The reactants are O1CCCC=C1 (dihydropyran), C=1(C(=CC=CC1)S(=O)(=O)O)C (toluenesulfonic acid), FC(C=1OC(=CC1CO)CBr)(F)F (2-trifluoromethyl-5-bromomethyl-3-furanmethanol). Reactants: COC(=O)c1c(I)cccc1CBr, CCOC(C)=O, Cc1ccccc1, CCCCCC, [K+], [K+], NCc1ccccc1, O=C([O-])[O-]. Product: O=C1c2c(I)cccc2CN1Cc1ccccc1. As a reaction SMILES: [CH3:1][O:2][C:3]([c:4]1[c:5]([CH2:11][Br:12])[cH:6][cH:7][cH:8][c:9]1[I:10])=[O:13].[CH3:28][CH2:29][O:30][C:31](=[O:32])[CH3:33].[CH3:34][c:35]1[cH:36][cH:37][cH:38][cH:39][cH:40]1.[CH3:41][CH2:42][CH2:43][CH2:44][CH2:45][CH3:46].[K+:22].[K+:23].[NH2:14][CH2:15][c:16]1[cH:17][cH:18][cH:19][cH:20][cH:21]1.[O-:24][C:25]([O-:26])=[O:27]>>[C:3]1(=[O:13])[c:4]2[c:5]([cH:6][cH:7][cH:8][c:9]2[I:10])[CH2:11][N:14]1[CH2:15][c:16]1[cH:17][cH:18][cH:19][cH:20][cH:21]1. The product is NCCCCCCc1ccccc1. Reaction SMILES: [CH3:16][CH2:17][OH:18].[NH4+:14].[OH-:15].[c:1]1([CH2:7][CH2:8][CH2:9][CH2:10][CH2:11][C:12]#[N:13])[cH:2][cH:3][cH:4][cH:5][cH:6]1>>[c:1]1([CH2:7][CH2:8][CH2:9][CH2:10][CH2:11][CH2:12][NH2:13])[cH:2][cH:3][cH:4][cH:5][cH:6]1. Reactants: CCO, [NH4+], [OH-], N#CCCCCCc1ccccc1.